From a dataset of the Open Reaction Database (ORD), a public repository of structured organic reaction records. describe an organic reaction: reactants, conditions, products, and yield The reactants are BrC1=C(COCC)C=C(C(=C1)F)N (ethyl 2-bromo-4-fluoro-5-aminobenzyl ether), C1(C2C(C(=O)O1)CCC=C2)=O (tetrahydrophthalic anhydride). Solvent: C(C)(=O)O (acetic acid). The product is BrC1=CC(=C(C=C1COCC)N1C(C2=C(C1=O)CCCC2)=O)F (N-(4-bromo-2-fluoro-5-ethoxymethylphenyl)-3,4,5,6-tetrahydrophthalimide). Isolated yield 40.7%. RXN SMILES: [Br:1][C:2]1[CH:11]=[C:10]([F:12])[C:9]([NH2:13])=[CH:8][C:3]=1[CH2:4][O:5][CH2:6][CH3:7].[C:14]1(=O)[O:19][C:17](=[O:18])[CH:16]2[CH2:20][CH2:21][CH:22]=[CH:23][CH:15]12>C(O)(=O)C>[Br:1][C:2]1[C:3]([CH2:4][O:5][CH2:6][CH3:7])=[CH:8][C:9]([N:13]2[C:17](=[O:18])[C:16]3[CH2:20][CH2:21][CH2:22][CH2:23][C:15]=3[C:14]2=[O:19])=[C:10]([F:12])[CH:11]=1. Procedure details: By the method of Example 2, Step H, 1.61 g (0.00649 mole) of ethyl 2-bromo-4-fluoro-5-aminobenzyl ether and 1.08 g (0.0071 mole) of tetrahydrophthalic anhydride were reacted in 30 ml of glacial acetic acid, yielding 1.01 g of N-(4-bromo-2-fluoro-5-ethoxymethylphenyl)-3,4,5,6-tetrahydrophthalimide as a yellow solid, m.p. 104°-106° C. The nmr and ir spectra were consistent with the proposed structure.